From a dataset of the Open Reaction Database (ORD), a public repository of structured organic reaction records. describe an organic reaction: reactants, conditions, products, and yield Reactants: resin, C1=CC(=CC=C1N)OC2=CC=C(C=C2)N (4,4'-ODA), silver ion, polyimide, C1=C2C(=CC3=C1C(=O)OC3=O)C(=O)OC2=O (PMDA). Solvent: CC(=O)N(C)C (DMAc), CC(=O)N(C)C (DMAc). Reaction conditions: time 2 hour. Yields the product C1=C2C(=CC3=C1C(=O)OC3=O)C(=O)OC2=O.C1=CC(=CC=C1N)OC2=CC=C(C=C2)N (PMDA 4,4'-ODA). As a reaction SMILES: [CH:1]1[C:6]([NH2:7])=[CH:5][CH:4]=[C:3]([O:8][C:9]2[CH:14]=[CH:13][C:12]([NH2:15])=[CH:11][CH:10]=2)[CH:2]=1.[CH:16]1[C:21]2[C:22]([O:24][C:25](=[O:26])[C:20]=2[CH:19]=[C:18]2[C:27]([O:29][C:30](=[O:31])[C:17]=12)=[O:28])=[O:23]>CC(N(C)C)=O>[CH:19]1[C:18]2[C:27]([O:29][C:30](=[O:31])[C:17]=2[CH:16]=[C:21]2[C:22]([O:24][C:25](=[O:26])[C:20]=12)=[O:23])=[O:28].[CH:13]1[C:12]([NH2:15])=[CH:11][CH:10]=[C:9]([O:8][C:3]2[CH:4]=[CH:5][C:6]([NH2:7])=[CH:1][CH:2]=2)[CH:14]=1 |f:3.4|. Procedure: PMDA/4,4'-ODA resin was prepared by reacting 16.019 g (0.080 moles) of 4,4'-ODA with 17.450 g (0.080 moles) of PMDA In 189.7 g DMAc. To 10.004 g of this resin was added 0.521 g Agtfa in 1.996 g DMAc. The mixture was stirred vigorously with a metal spatula and cast 0.018" thick on a glass plate. The silver ion-containing polyamic acid film was thermally converted to the corresponding surface conducting polyimide by heating for 1 hour each at 100°, 200°, and 300° C. and postcuring 2 hours at 300° ... The reactants are C(CCl)Cl (EDC), TEA, N(CC(=O)N1[C@H](C(=O)O)CCC1)C(=O)OC(C)(C)C (Boc-Gly-Pro-OH), Cl (HCl), N[C@@H](CCCC)C(=O)OCC (Nleu-OEt), C=1C=CC2=C(C1)N=NN2O (HOBt). Solvent: CN(C)C=O (DMF). Procedure: Boc-Gly-Pro-OH (3.85 g, 0.014 mol), the HCl salt of Nleu-OEt (2.76 g, 0.014 mol) and HOBt (2.8 g, 0.02 mol.) were dissolved in 100 ml DMF and the solution was chilled to 0° C. on a water-ice bath. TEA (2.8 ml, 0.02 mol.) was added to the solution. After stirring the solution for 10 minutes, EDC (4.0 g, 0.021 mol.) was added. The stirring was continued overnight. The DMF was removed under reduced pressure and the resulting mixture was poured into 200 ml ethyl acetate. The organic layer was washed... Product: N(CC(=O)N1[C@H](C(=O)N[C@@H](CCCC)C(=O)OCC)CCC1)C(=O)OC(C)(C)C (Boc-Gly-Pro-Nleu-OEt). Conditions: temperature 0 celsius, time 10 minute. RXN SMILES: [NH:1]([C:13]([O:15][C:16]([CH3:19])([CH3:18])[CH3:17])=[O:14])[CH2:2][C:3]([N:5]1[CH2:12][CH2:11][CH2:10][C@H:6]1[C:7]([OH:9])=O)=[O:4].Cl.[NH2:21][C@H:22]([C:27]([O:29][CH2:30][CH3:31])=[O:28])[CH2:23][CH2:24][CH2:25][CH3:26].C1C=CC2N(O)N=NC=2C=1.C(Cl)CCl>CN(C=O)C>[NH:1]([C:13]([O:15][C:16]([CH3:19])([CH3:18])[CH3:17])=[O:14])[CH2:2][C:3]([N:5]1[CH2:12][CH2:11][CH2:10][C@H:6]1[C:7]([NH:21][C@H:22]([C:27]([O:29][CH2:30][CH3:31])=[O:28])[CH2:23][CH2:24][CH2:25][CH3:26])=[O:9])=[O:4]. The reactants are ClCCl, O=C(O)C(F)(F)F, CC(C)(C)OC(=O)N1CCC(Oc2ccc3cnc(Nc4ccc5[nH]c(=O)[nH]c5c4)nc3c2)CC1. Yields the product O=c1[nH]c2ccc(Nc3ncc4ccc(OC5CCNCC5)cc4n3)cc2[nH]1. Reaction SMILES: [Cl:43][CH2:44][Cl:45].[F:36][C:37]([F:38])([F:39])[C:40]([OH:41])=[O:42].[O:1]=[c:2]1[nH:3][c:4]2[c:5]([nH:6]1)[cH:7][cH:8][c:9]([NH:11][c:12]1[n:13][c:14]3[cH:15][c:16]([O:22][CH:23]4[CH2:24][CH2:25][N:26]([C:29]([O:30][C:31]([CH3:32])([CH3:33])[CH3:34])=[O:35])[CH2:27][CH2:28]4)[cH:17][cH:18][c:19]3[cH:20][n:21]1)[cH:10]2>>[O:1]=[c:2]1[nH:3][c:4]2[c:5]([nH:6]1)[cH:7][cH:8][c:9]([NH:11][c:12]1[n:13][c:14]3[cH:15][c:16]([O:22][CH:23]4[CH2:24][CH2:25][NH:26][CH2:27][CH2:28]4)[cH:17][cH:18][c:19]3[cH:20][n:21]1)[cH:10]2. Starting materials: ClC1=C(C=C(C=C1)C(F)(F)F)C=1NC=CC1C#N (2-[2-chloro-5-(trifluoromethyl)phenyl]-1H-pyrrole-3-carbonitrile), C(C)(=O)Cl (acetyl chloride). Reagents/catalysts: [Zn] (zinc). Run in C1(=CC=CC=C1)C (toluene), CCOC(=O)C (EtOAc). Conditions: temperature 80 celsius, time 3 hour. Yields the product C(C)(=O)C1=CC(=C(N1)C1=C(C=CC(=C1)C(F)(F)F)Cl)C#N (5-Acetyl-2-[2-chloro-5-(trifluoromethyl)phenyl]-1H-pyrrole-3-carbonitrile). Isolated yield 74.4%. RXN SMILES: [Cl:1][C:2]1[CH:7]=[CH:6][C:5]([C:8]([F:11])([F:10])[F:9])=[CH:4][C:3]=1[C:12]1[NH:13][CH:14]=[CH:15][C:16]=1[C:17]#[N:18].[C:19](Cl)(=[O:21])[CH3:20]>C1(C)C=CC=CC=1.CCOC(C)=O.[Zn]>[C:19]([C:14]1[NH:13][C:12]([C:3]2[CH:4]=[C:5]([C:8]([F:11])([F:10])[F:9])[CH:6]=[CH:7][C:2]=2[Cl:1])=[C:16]([C:17]#[N:18])[CH:15]=1)(=[O:21])[CH3:20]. Procedure details: To a mixture of 2-[2-chloro-5-(trifluoromethyl)phenyl]-1H-pyrrole-3-carbonitrile (450 mg, 1.66 mmol) in toluene (3 mL) was added acetyl chloride (0.176 mL, 2.49 mmol) at room temperature, under nitrogen, and zinc (217 mg, 3.32 mmol). The mixture was allowed to stir for 3 h at 80° C. The mixture was cooled to room temperature, diluted with EtOAc and washed with water. The aqueous layer was separated and extracted twice with EtOAc. The combined organic extracts were washed with brine, dried over N... The reactants are CC=1C=C2N=CC=NC2=CC1 (6-methyl-quinoxaline), BrN1C(CCC1=O)=O (N-bromosuccinimide), C(C1=CC=CC=C1)(=O)OOC(C1=CC=CC=C1)=O (benzoyl-peroxide), BrCC=1C=C2N=CC=NC2=CC1 (6-bromomethyl-quinoxaline), BrCC=1C=C2N=CC=NC2=CC1 (6-bromomethyl-quinoxaline). Run in ClC1=CC=CC=C1 (chlorobenzene), CCCCC (pentane), C(CCC)N (n-butylamine). Reaction conditions: temperature 85 celsius. Product: C(CCC)NCC=1C=C2N=CC=NC2=CC1 (6-n-butylaminomethyl-quinoxaline). Reaction SMILES: [CH3:1][C:2]1[CH:3]=[C:4]2[C:9](=[CH:10][CH:11]=1)[N:8]=[CH:7][CH:6]=[N:5]2.Br[N:13]1[C:17](=O)[CH2:16][CH2:15][C:14]1=O.C(OOC(=O)C1C=CC=CC=1)(=O)C1C=CC=CC=1.BrCC1C=C2C(=CC=1)N=CC=N2>C(N)CCC.CCCCC.ClC1C=CC=CC=1>[CH2:14]([NH:13][CH2:1][C:2]1[CH:3]=[C:4]2[C:9](=[CH:10][CH:11]=1)[N:8]=[CH:7][CH:6]=[N:5]2)[CH2:15][CH2:16][CH3:17]. Procedure: In a 50 ml flask, 6-methyl-quinoxaline (1.25 g, 8.68 mmol) was dissolved together with N-bromosuccinimide (2.32 g, 13.0 mmol) and benzoyl-peroxide (0.15 g, 0.62 mmol) in 31. g of chlorobenzene. The solution was stirred with heating at 85° C. for 2.0 hours to yield a reddish solution. The solution was cooled down to room temperature and one volume of pentane was added to facilitate the removal of succinimides. The precipitate was washed with pentane and the extracts were combined with the chlorob... Starting materials: CCOC(C)=O, C1CCCCC1, CCC(SCC(=O)OC)c1ccc(-c2ccccc2F)cc1, CCO, [K+], [OH-], O. The product is CCC(SCC(=O)O)c1ccc(-c2ccccc2F)cc1. RXN SMILES: [C:25]([O:26][CH2:27][CH3:28])(=[O:29])[CH3:30].[CH2:31]1[CH2:32][CH2:33][CH2:34][CH2:35][CH2:36]1.[CH3:1][O:2][C:3]([CH2:4][S:5][CH:6]([CH2:7][CH3:8])[c:9]1[cH:10][cH:11][c:12](-[c:15]2[c:16]([F:21])[cH:17][cH:18][cH:19][cH:20]2)[cH:13][cH:14]1)=[O:22].[CH3:37][CH2:38][OH:39].[K+:24].[OH-:23].[OH2:40]>>[O:2]=[C:3]([CH2:4][S:5][CH:6]([CH2:7][CH3:8])[c:9]1[cH:10][cH:11][c:12](-[c:15]2[c:16]([F:21])[cH:17][cH:18][cH:19][cH:20]2)[cH:13][cH:14]1)[OH:22].